This data is from the Open Reaction Database (ORD), a public repository of structured organic reaction records. The task is: describe an organic reaction: reactants, conditions, products, and yield Reactants: ClC=1C=C(C(=O)O)C=CC1 (m-chlorobenzoic acid), ClC=1C=C(C=C(C1)F)C1(CN(CC1)CC)O (3-(3-chloro-5-fluorophenyl)-1-ethylpyrrolidin-3-ol), solvent. Run in ClCCl (dichloromethane). Product: ClC=1C=C(C=C(C1)F)C1(C[N+](CC1)(CC)[O-])O (3-(3-CHLORO-5-FLUOROPHENYL)-1-ETHYLPYRROLIDIN-3-OL 1-OXIDE). Isolated yield 64.9%. As a reaction SMILES: [Cl:1][C:2]1[CH:3]=[C:4]([C:9]2([OH:16])[CH2:13][CH2:12][N:11]([CH2:14][CH3:15])[CH2:10]2)[CH:5]=[C:6]([F:8])[CH:7]=1.ClC1C=C(C=CC=1)C(O)=[O:22]>ClCCl>[Cl:1][C:2]1[CH:3]=[C:4]([C:9]2([OH:16])[CH2:13][CH2:12][N+:11]([O-:22])([CH2:14][CH3:15])[CH2:10]2)[CH:5]=[C:6]([F:8])[CH:7]=1. Procedure: 3-(3-chloro-5-fluorophenyl)-1-ethylpyrrolidin-3-ol (0.65 g, 2.67 mmol) was dissolved in dichloromethane (30 ml) and m-chlorobenzoic acid (1.38 g, 8.01 mmol) was added in portions. The mixture was stirred at ambient temperature for 15 h after which about 75% of the solvent was evaporated. The resulting slurry was purified with flash chromatography on basic Al2O3 eluted with methanol. The methanol was evaporated and dichloromethane (50 ml) and aqueous sodium carbonate (10%, 50 mL) was added. The o... Reactants: [BH4-].[Na+] (Sodium borohydride), C(C1=CC=CC=C1)N1C(=NC(=C1C=O)Cl)C1=CC=C(C=C1)[N+](=O)[O-] (1-benzyl-4-chloro-5-formyl-2-(4-nitrophenyl)imidazole), [BH4-].[Na+] (sodium borohydride). Run in CO (methanol). Reaction conditions: time 2 hour. The product is C(C1=CC=CC=C1)N1C(=NC(=C1CO)Cl)C1=CC=C(C=C1)[N+](=O)[O-] (1-Benzyl-4-chloro-5-(hydroxymethyl)-2-(4-nitrophenyl)imidazole). RXN SMILES: [BH4-].[Na+].[CH2:3]([N:10]1[C:14]([CH:15]=[O:16])=[C:13]([Cl:17])[N:12]=[C:11]1[C:18]1[CH:23]=[CH:22][C:21]([N+:24]([O-:26])=[O:25])=[CH:20][CH:19]=1)[C:4]1[CH:9]=[CH:8][CH:7]=[CH:6][CH:5]=1>CO>[CH2:3]([N:10]1[C:14]([CH2:15][OH:16])=[C:13]([Cl:17])[N:12]=[C:11]1[C:18]1[CH:19]=[CH:20][C:21]([N+:24]([O-:26])=[O:25])=[CH:22][CH:23]=1)[C:4]1[CH:9]=[CH:8][CH:7]=[CH:6][CH:5]=1 |f:0.1|. Reported procedure: Sodium borohydride (1.1 g, 29 mmole) was added in three portions to a stirred mixture of crude 1-benzyl-4-chloro-5-formyl-2-(4-nitrophenyl)imidazole (54.2 g, 88 mmole) in methanol (250 ml) at room temperature. After two hours, more sodium borohydride (0.51 g, 15 mmol) was added, the mixture was stirred for 30 minutes and the methanol was evaporated. The residue was mixed with water (250 ml) and extracted with methylene chloride (200 ml, 3×50 ml). The combined organic solutions were washed with w... The reactants are COC(=O)c1ccccc1S(=O)(=O)NC(=O)Nc1nc(C)cc(C)n1, [Na+], [OH-], O. The product is Cc1cc(C)nc(NC(=O)NS(=O)(=O)c2ccccc2C(=O)O)n1. Reaction SMILES: [CH3:1][c:2]1[n:3][c:4]([NH:9][C:10](=[O:11])[NH:12][S:13](=[O:14])(=[O:15])[c:16]2[c:17]([C:22](=[O:23])[O:24][CH3:25])[cH:18][cH:19][cH:20][cH:21]2)[n:5][c:6]([CH3:8])[cH:7]1.[Na+:27].[OH-:26].[OH2:28]>>[CH3:1][c:2]1[n:3][c:4]([NH:9][C:10](=[O:11])[NH:12][S:13](=[O:14])(=[O:15])[c:16]2[c:17]([C:22](=[O:23])[OH:24])[cH:18][cH:19][cH:20][cH:21]2)[n:5][c:6]([CH3:8])[cH:7]1. Reactants: C1(=CC=CC=C1)P(C1=CC=CC=C1)C1=CC=CC=C1 (triphenyl phosphine), CC(C)OC(=O)/N=N/C(=O)OC(C)C (DIAD), N1(CCC1)C(=O)C1=CC=C(C=N1)OC=1C=C(C(=O)NC2=NC=C(N=C2)C)C=C(C1)O (3-[6-(Azetidine-1-carbonyl)pyridin-3-yl]oxy-5-hydroxy-N-(5-methylpyrazin-2-yl)benzamide), N1(CCC1)C(=O)C1=CC=C(C=N1)OC=1C=C(C(=O)NC2=NC=C(N=C2)C)C=C(C1)O (3-[6-(Azetidine-1-carbonyl)pyridin-3-yl]oxy-5-hydroxy-N-(5-methylpyrazin-2-yl)benzamide), OC1C(OCC1)=O (3-hydroxyoxolan-2-one). The solvent is C1CCOC1 (THF). Conditions: time 16 hour. Yields the product N1(CCC1)C(=O)C1=CC=C(C=N1)OC=1C=C(C(=O)NC2=NC=C(N=C2)C)C=C(C1)OC1C(OCC1)=O (3-[6-(Azetidine-1-carbonyl)pyridin-3-yl]oxy-N-(5-methylpyrazin-2-yl)-5-(2-oxooxolan-3-yl)oxy-benzamide). RXN SMILES: [N:1]1([C:5]([C:7]2[N:12]=[CH:11][C:10]([O:13][C:14]3[CH:15]=[C:16]([CH:27]=[C:28]([OH:30])[CH:29]=3)[C:17]([NH:19][C:20]3[CH:25]=[N:24][C:23]([CH3:26])=[CH:22][N:21]=3)=[O:18])=[CH:9][CH:8]=2)=[O:6])[CH2:4][CH2:3][CH2:2]1.O[CH:32]1[CH2:36][CH2:35][O:34][C:33]1=[O:37].C1(P(C2C=CC=CC=2)C2C=CC=CC=2)C=CC=CC=1.CC(OC(/N=N/C(OC(C)C)=O)=O)C>C1COCC1>[N:1]1([C:5]([C:7]2[N:12]=[CH:11][C:10]([O:13][C:14]3[CH:15]=[C:16]([CH:27]=[C:28]([O:30][CH:32]4[CH2:36][CH2:35][O:34][C:33]4=[O:37])[CH:29]=3)[C:17]([NH:19][C:20]3[CH:25]=[N:24][C:23]([CH3:26])=[CH:22][N:21]=3)=[O:18])=[CH:9][CH:8]=2)=[O:6])[CH2:2][CH2:3][CH2:4]1. Procedure details: 3-[6-(Azetidine-1-carbonyl)pyridin-3-yl]oxy-5-hydroxy-N-(5-methylpyrazin-2-yl)benzamide (Intermediate 1) (203 mg, 0.5 mmol), 3-hydroxyoxolan-2-one (CAS no. 19444-84-9) (0.078 mL, 1 mmol) and triphenyl phosphine (262 mg, 1 mmol) in anhydrous THF (10 mL) under argon at 0° C. was treated dropwise with DIAD (0.20 mL, 1 mmol). The mixture allowed to warm to room temperature and stirred for 16 hours. The solvent was removed by evaporation under reduced pressure and the residue was purified by chromato... Reactants: BrC1=C(C(=O)NN)C=CC=C1 ((2-bromobenzoyl)hydrazine), CN(C=O)C (dimethylformamide), N1=CC=CC=C1 (pyridine), FC1=C(C(=O)Cl)C(=CC=C1)F (2,6-difluorobenzoyl chloride). The solvent is O (water). Conditions: time 30 minute. The product is BrC1=C(C=CC=C1)C=1N=NC(=NN1)C1=C(C=CC=C1F)F (3-(2-Bromophenyl)-6-(2,6-difluorophenyl)-1,2,4,5-tetrazine). RXN SMILES: [F:1][C:2]1[CH:10]=[CH:9][CH:8]=[C:7]([F:11])[C:3]=1C(Cl)=O.[Br:12][C:13]1[CH:22]=[CH:21][CH:20]=[CH:19][C:14]=1[C:15]([NH:17][NH2:18])=O.C[N:24]([CH3:27])C=O.[N:28]1C=CC=CC=1>O>[Br:12][C:13]1[CH:22]=[CH:21][CH:20]=[CH:19][C:14]=1[C:15]1[N:28]=[N:24][C:27]([C:3]2[C:2]([F:1])=[CH:10][CH:9]=[CH:8][C:7]=2[F:11])=[N:18][N:17]=1. Reported procedure: 0.94 g (1.05 equivalent) of 2,6-difluorobenzoyl chloride is added dropwise to a mixture containing 1.1 g of (2-bromobenzoyl)hydrazine, 3 ml of dimethylformamide and 0.5 ml of pyridine under cooling. The suspension obtained is stirred at room temperature for 30 minutes, then poured into water. The solid precipitate is separated by filtration and dried to give the desired product as white crystals in a yield of 1.35 g. Reactants: CN(C)Nc1c([N+](=O)[O-])cc(C(F)(F)F)c(Cl)c1[N+](=O)[O-], CO, C[O-], [Cl-], [Na+], [Na+], O. The product is COc1c(C(F)(F)F)cc([N+](=O)[O-])c(NN(C)C)c1[N+](=O)[O-]. As a reaction SMILES: [CH3:1][N:2]([NH:3][c:4]1[c:5]([N+:18](=[O:19])[O-:20])[c:6]([Cl:17])[c:7]([C:13]([F:14])([F:15])[F:16])[cH:8][c:9]1[N+:10](=[O:11])[O-:12])[CH3:21].[CH3:22][OH:23].[CH3:24][O-:25].[Cl-:27].[Na+:26].[Na+:28].[OH2:29]>>[CH3:1][N:2]([NH:3][c:4]1[c:5]([N+:18](=[O:19])[O-:20])[c:6]([O:23][CH3:22])[c:7]([C:13]([F:14])([F:15])[F:16])[cH:8][c:9]1[N+:10](=[O:11])[O-:12])[CH3:21]. As a reaction SMILES: [BH4-:25].[CH3:1][Si:2]([O:3][c:4]1[cH:5][c:6]2[c:7]([cH:18][cH:19]1)[O:8][CH2:9][c:10]1[c:11]([cH:14][cH:15][cH:16][cH:17]1)[C:12]2=[O:13])([C:20]([CH3:21])([CH3:22])[CH3:23])[CH3:24].[CH3:31][OH:32].[CH:27]([Cl:28])([Cl:29])[Cl:30].[Na+:26]>>[CH3:1][Si:2]([O:3][c:4]1[cH:5][c:6]2[c:7]([cH:18][cH:19]1)[O:8][CH2:9][c:10]1[c:11]([cH:14][cH:15][cH:16][cH:17]1)[CH:12]2[OH:13])([C:20]([CH3:21])([CH3:22])[CH3:23])[CH3:24]. Product: CC(C)(C)[Si](C)(C)Oc1ccc2c(c1)C(O)c1ccccc1CO2. Starting materials: [BH4-], CC(C)(C)[Si](C)(C)Oc1ccc2c(c1)C(=O)c1ccccc1CO2, CO, ClC(Cl)Cl, [Na+]. Reactants: ClC1=NC(=C2N=CNC2=N1)Cl (2,6-Dichloro-9H-purine), Cl.C[C@H]1NCCOC1 ((R)-3-methylmorpholin hydrochloride), C(C)(C)N(CC)C(C)C (diisopropylethylamine). Run in C(C)(C)O (isopropanol), C(Cl)Cl (CH2Cl2). Conditions: temperature 75 celsius, time 18 hour. Product: ClC1=NC(=C2N=CNC2=N1)N1[C@@H](COCC1)C (2-Chloro-6-((R)-3-methyl-morpholin-4-yl)-9H-purine). Yield: 90.5%. As a reaction SMILES: [Cl:1][C:2]1[N:10]=[C:9]2[C:5]([N:6]=[CH:7][NH:8]2)=[C:4](Cl)[N:3]=1.Cl.[CH3:13][C@@H:14]1[CH2:19][O:18][CH2:17][CH2:16][NH:15]1.C(N(C(C)C)CC)(C)C>C(O)(C)C.C(Cl)Cl>[Cl:1][C:2]1[N:10]=[C:9]2[C:5]([N:6]=[CH:7][NH:8]2)=[C:4]([N:15]2[CH2:16][CH2:17][O:18][CH2:19][C@H:14]2[CH3:13])[N:3]=1 |f:1.2|. Procedure details: 2,6-Dichloro-9H-purine (2.36 g, 12.5 mmol), (R)-3-methylmorpholin hydrochloride (1.89 g, 13.8 mmol), and diisopropylethylamine (5.46 mL, 31.3 mmol) were dissolved in 15 mL of isopropanol, and the reaction mixture was stirred for 18 hours at 75° C. The reaction mixture was then diluted with 200 mL of CH2Cl2. The organic solvents were washed with aqueous Na2CO3, followed by water and brine. Drying over Na2SO4, filtering and concentration under reduced pressure gave a residue, which was purified by... The reactants are FC=1C=C2C=C(NC2=CC1)C (5-fluoro-2-methylindole), ClC1=CC=NC2=CC(=CC=C12)Cl (4,7-dichloroquinoline). Run in CN1CCCC1=O (NMP), Cl (hydrogen chloride), O1CCOCC1 (dioxan). Conditions: time 1 hour. Product: ClC1=CC=C2C(=CC=NC2=C1)C1=C(NC2=CC=C(C=C12)F)C (7-chloro-4-(5-fluoro-2-methyl-1H-indol-3-yl)-quinoline). Isolated yield 80.5%. As a reaction SMILES: [F:1][C:2]1[CH:3]=[C:4]2[C:8](=[CH:9][CH:10]=1)[NH:7][C:6]([CH3:11])=[CH:5]2.Cl[C:13]1[C:22]2[C:17](=[CH:18][C:19]([Cl:23])=[CH:20][CH:21]=2)[N:16]=[CH:15][CH:14]=1>CN1C(=O)CCC1.Cl.O1CCOCC1>[Cl:23][C:19]1[CH:18]=[C:17]2[C:22]([C:13]([C:5]3[C:4]4[C:8](=[CH:9][CH:10]=[C:2]([F:1])[CH:3]=4)[NH:7][C:6]=3[CH3:11])=[CH:14][CH:15]=[N:16]2)=[CH:21][CH:20]=1. Procedure details: A solution of 5-fluoro-2-methylindole (149 mg) and 4,7-dichloroquinoline (198 mg) in NMP (2 ml) and 4M hydrogen chloride in dioxan (0.2 ml) was stirred at 140° C. overnight and then at 150° C. for 1 h. and evaporated. The residue was taken up in ethyl acetate, washed with brine (3×), dried (MgSO4) and evaporated in vacuo. The residue was purified by silica chromatography using acetone/isohexane (2:8) as eluent to give the sub-title compound (250 mg).